Dataset: the Open Reaction Database (ORD), a public repository of structured organic reaction records. Task: describe an organic reaction: reactants, conditions, products, and yield Reactants: FC1=C(C=C(OC2=NC=NC3=C(C=CC=C23)N)C=C1)C(F)(F)F (4-(4-fluoro-3-(trifluoromethyl)phenoxy)quinazolin-8-amine), CCN(C(C)C)C(C)C (DIPEA), ClC1=CC=C(C(=C1C(=O)O)F)CNC(C(C)(C)C)=O (6-chloro-2-fluoro-3-(pivalamidomethyl)benzoic acid), C(C(=O)Cl)(=O)Cl (oxalyl chloride). Reagents/catalysts: CN(C)C=O (DMF). The solvent is C(Cl)Cl (CH2Cl2). Product: ClC1=CC=C(C(=C1C(=O)NC=1C=CC=C2C(=NC=NC12)OC1=CC(=C(C=C1)F)C(F)(F)F)F)CNC(C(C)(C)C)=O (6-Chloro-2-fluoro-N-(4-(4-fluoro-3-(trifluoromethyl)phenoxy)quinazolin-8-yl)-3-(pivalamidomethyl)benzamide). Yield: 39.4%. RXN SMILES: [F:1][C:2]1[CH:19]=[CH:18][C:5]([O:6][C:7]2[C:16]3[C:11](=[C:12]([NH2:17])[CH:13]=[CH:14][CH:15]=3)[N:10]=[CH:9][N:8]=2)=[CH:4][C:3]=1[C:20]([F:23])([F:22])[F:21].[Cl:24][C:25]1[C:30]([C:31](O)=[O:32])=[C:29]([F:34])[C:28]([CH2:35][NH:36][C:37](=[O:42])[C:38]([CH3:41])([CH3:40])[CH3:39])=[CH:27][CH:26]=1.C(Cl)(=O)C(Cl)=O.CCN(C(C)C)C(C)C>CN(C=O)C.C(Cl)Cl>[Cl:24][C:25]1[C:30]([C:31]([NH:17][C:12]2[CH:13]=[CH:14][CH:15]=[C:16]3[C:11]=2[N:10]=[CH:9][N:8]=[C:7]3[O:6][C:5]2[CH:18]=[CH:19][C:2]([F:1])=[C:3]([C:20]([F:23])([F:21])[F:22])[CH:4]=2)=[O:32])=[C:29]([F:34])[C:28]([CH2:35][NH:36][C:37](=[O:42])[C:38]([CH3:40])([CH3:39])[CH3:41])=[CH:27][CH:26]=1. Procedure details: The title compound was prepared following the procedure described in Example-1 using 4-(4-fluoro-3-(trifluoromethyl)phenoxy)quinazolin-8-amine (Intermediate-45, 60 mg, 0.18 mmol), 6-chloro-2-fluoro-3-(pivalamidomethyl)benzoic acid (Intermediate-2, 80 mg, 0.27 mmol), oxalyl chloride (52 mg, 0.41 mmol), DMF (1 drop) and DIPEA (70 mg, 0.54 mmol) in CH2Cl2 (2 mL) to afford 42 mg of the title product. 1H NMR (300 MHz, DMSO-d6): δ 10.93 (s, 1H), 8.91 (d, J=7.8 Hz, 1H), 8.80 (s, 1H), 8.17 (d, J=7.2 Hz,... Starting materials: CO, CCOC(=O)Cc1ccc([N+](=O)[O-])c(OCC2CC2)c1, [OH-], [OH-], [Pd+2]. The product is CCOC(=O)Cc1ccc(N)c(OCC2CC2)c1. Reaction SMILES: [CH3:21][OH:22].[CH:1]1([CH2:4][O:5][c:6]2[cH:7][c:8]([CH2:15][C:16](=[O:17])[O:18][CH2:19][CH3:20])[cH:9][cH:10][c:11]2[N+:12]([O-:13])=[O:14])[CH2:2][CH2:3]1.[OH-:23].[OH-:24].[Pd+2:25]>>[CH:1]1([CH2:4][O:5][c:6]2[cH:7][c:8]([CH2:15][C:16](=[O:17])[O:18][CH2:19][CH3:20])[cH:9][cH:10][c:11]2[NH2:12])[CH2:2][CH2:3]1.